This data is from the Open Reaction Database (ORD), a public repository of structured organic reaction records. The task is: describe an organic reaction: reactants, conditions, products, and yield Reactants: ClC=1C=C(CCC2=NC(=CC(=N2)Cl)Cl)C=CC1 (2-(3-chlorophenethyl)-4,6-dichloropyrimidine), C[Si](N1C=NC=C1)(C)C (1-trimethylsilylimidazole), [F-].[Cs+] (CsF), CCCCCC (hexane). Run in CN(C)C=O (DMF), C(C)(=O)OCC (ethyl acetate). Product: ClC1=NC(=NC(=C1)N1C=NC=C1)CCC1=CC(=CC=C1)Cl (4-chloro-2-(3-chlorophenethyl)-6-(1-imidazolyl)pyrimidine). The yield is 62.7%. As a reaction SMILES: [Cl:1][C:2]1[CH:3]=[C:4]([CH:15]=[CH:16][CH:17]=1)[CH2:5][CH2:6][C:7]1[N:12]=[C:11]([Cl:13])[CH:10]=[C:9](Cl)[N:8]=1.C[Si](C)(C)[N:20]1[CH:24]=[CH:23][N:22]=[CH:21]1.[F-].[Cs+].CCCCCC>CN(C=O)C.C(OCC)(=O)C>[Cl:13][C:11]1[CH:10]=[C:9]([N:20]2[CH:24]=[CH:23][N:22]=[CH:21]2)[N:8]=[C:7]([CH2:6][CH2:5][C:4]2[CH:15]=[CH:16][CH:17]=[C:2]([Cl:1])[CH:3]=2)[N:12]=1 |f:2.3|. Procedure details: A solution of 2-(3-chlorophenethyl)-4,6-dichloropyrimidine (286 mg, 1 mmol) 91 in 3 mL of dry DMF was treated with 1-trimethylsilylimidazole (140 mg, 1 mmol) and CsF (152 mg, 1 mmol) at RT overnight. Aqueous work up and chromatography (silica gel, hexane:ethyl acetate, 1:1) gave 200 mg of 4-chloro-2-(3-chlorophenethyl)-6-(1-imidazolyl)pyrimidine (92). The reactants are CN1C=NC=C1 (1-methylimidazole), ICC (iodoethane). Conditions: time 2 day. Reaction SMILES: [CH3:1][N:2]1[CH:6]=[CH:5][N:4]=[CH:3]1.[I:7][CH2:8][CH3:9]>>[I-:7].[CH2:5]([N+:4]1[CH:9]=[CH:8][N:2]([CH3:1])[CH:3]=1)[CH3:6] |f:2.3|. Reported procedure: 200 mmol of 1-methylimidazole was taken in a round bottom flask and sealed with a rubber septum. To this, 100 mmol of iodoethane were added drop-wise over a period of one hour using a syringe. The contents in the flask began to bubble rapidly and turned light yellowish in color. The reaction flask was deoxygenated with dry nitrogen gas for about 15 min. The reaction was carried out at 80° C. for 2 days, under an inert nitrogen atmosphere. The contents were then precipitated drop-wise in cold die... The product is [I-].C(C)[N+]1=CN(C=C1)C (1-ethyl-3-methylimidazolium Iodide).